Dataset: the Open Reaction Database (ORD), a public repository of structured organic reaction records. Task: describe an organic reaction: reactants, conditions, products, and yield The reactants are C(C)(C)(C)OC(NC1=C(C=C(C=C1)N1C=CC=C1)N)=O ((2-amino-4-pyrrol-1-yl-phenyl)-carbamic acid tert.-butyl ester), CC1(OC(C=C(O1)C=1C=C(C#N)C=CC1)=O)C (3-(2,2-dimethyl-6-oxo-6H-[1,3]dioxin-4-yl)-benzonitrile). The product is C(C)(C)(C)OC(NC1=C(C=C(C=C1)N1C=CC=C1)NC(CC(=O)C1=CC(=CC=C1)C#N)=O)=O ({2-[3-(3-Cyano-phenyl)-3-oxo-propionylamino]-4-pyrrol-1-yl-phenyl}-carbamic Acid tert-Butyl Ester), solid. As a reaction SMILES: [C:1]([O:5][C:6](=[O:20])[NH:7][C:8]1[CH:13]=[CH:12][C:11]([N:14]2[CH:18]=[CH:17][CH:16]=[CH:15]2)=[CH:10][C:9]=1[NH2:19])([CH3:4])([CH3:3])[CH3:2].CC1(C)[O:27][C:26]([C:28]2[CH:29]=[C:30]([CH:33]=[CH:34][CH:35]=2)[C:31]#[N:32])=[CH:25][C:24](=O)[O:23]1>>[C:1]([O:5][C:6](=[O:20])[NH:7][C:8]1[CH:13]=[CH:12][C:11]([N:14]2[CH:15]=[CH:16][CH:17]=[CH:18]2)=[CH:10][C:9]=1[NH:19][C:24](=[O:23])[CH2:25][C:26]([C:28]1[CH:35]=[CH:34][CH:33]=[C:30]([C:31]#[N:32])[CH:29]=1)=[O:27])([CH3:4])([CH3:2])[CH3:3]. Procedure details: The title compound was prepared from (2-amino-4-pyrrol-1-yl-phenyl)-carbamic acid tert.-butyl ester (Example J2) (137 mg, 0.5 mmol) and 3-(2,2-dimethyl-6-oxo-6H-[1,3]dioxin-4-yl)-benzonitrile (Example L1) (115 mg, 0.5 mmol) according to the general procedure M. Obtained as a light red solid (139 mg).